From a dataset of the Open Reaction Database (ORD), a public repository of structured organic reaction records. describe an organic reaction: reactants, conditions, products, and yield Starting materials: ClC1=C(C(=O)C2=CC=C(CBr)C=C2)C=CC(=C1)Cl (4-(2,4-dichlorobenzoyl)benzyl bromide), CN1N=CC2=C(C1=O)C=CN2 (5-methyl-1H-pyrrolo[2,3-d]pyridazin-4(5H)-one), [H-].[Na+] (sodium hydride), O (water). Solvent: CN(C)C=O (DMF), CN(C)C=O (DMF), CN(C)C=O (DMF). Run at time 1 hour. The product is ClC1=C(C(=O)C2=CC=C(CN3C=CC4=C3C=NN(C4=O)C)C=C2)C=CC(=C1)Cl (1-[4-(2,4-Dichlorobenzoyl)benzyl]-5-methyl-1H-pyrrolo [2,3-d]pyridazin-4(5H)-one). The yield is 62.0%. Reaction SMILES: [CH3:1][N:2]1[C:7](=[O:8])[C:6]2[CH:9]=[CH:10][NH:11][C:5]=2[CH:4]=[N:3]1.[H-].[Na+].[Cl:14][C:15]1[CH:30]=[C:29]([Cl:31])[CH:28]=[CH:27][C:16]=1[C:17]([C:19]1[CH:26]=[CH:25][C:22]([CH2:23]Br)=[CH:21][CH:20]=1)=[O:18].O>CN(C=O)C>[Cl:14][C:15]1[CH:30]=[C:29]([Cl:31])[CH:28]=[CH:27][C:16]=1[C:17]([C:19]1[CH:20]=[CH:21][C:22]([CH2:23][N:11]2[C:5]3[CH:4]=[N:3][N:2]([CH3:1])[C:7](=[O:8])[C:6]=3[CH:9]=[CH:10]2)=[CH:25][CH:26]=1)=[O:18] |f:1.2|. Procedure: A solution of 5-methyl-1H-pyrrolo[2,3-d]pyridazin-4(5H)-one (298 mg) in DMF (10 ml) was dripped into a suspension of 60% sodium hydride-oil (96 mg) in DMF (8 ml) on an ice-water bath. The mixture was stirred at room temperature for 1 hour, after which a solution of 4-(2,4-dichlorobenzoyl)benzyl bromide (757 mg) in DMF (15 ml) was added and the mixture was further stirred at room temperature for 1.5 hours. The reaction was stopped by adding water and the reaction mixture was extracted with ethyl ... The reactants are COCCC1CNCCN1, FC(F)(F)c1nc2c(s1)Nc1ccccc1NC2=S, COS(=O)(=O)C(F)(F)F. The product is COCCC1CN(C2=Nc3ccccc3Nc3sc(C(F)(F)F)nc32)CCN1. RXN SMILES: [CH3:29][O:30][CH2:31][CH2:32][CH:33]1[NH:34][CH2:35][CH2:36][NH:37][CH2:38]1.[F:1][C:2]([c:3]1[n:4][c:5]2[c:11]([s:12]1)[NH:10][c:9]1[c:8]([cH:16][cH:15][cH:14][cH:13]1)[NH:7][C:6]2=[S:17])([F:18])[F:19].[F:20][C:21]([F:22])([F:23])[S:24]([O:25][CH3:26])(=[O:27])=[O:28]>>[F:1][C:2]([c:3]1[n:4][c:5]2[c:11]([s:12]1)[NH:10][c:9]1[c:8]([cH:16][cH:15][cH:14][cH:13]1)[N:7]=[C:6]2[N:37]1[CH2:36][CH2:35][NH:34][CH:33]([CH2:32][CH2:31][O:30][CH3:29])[CH2:38]1)([F:18])[F:19]. The reactants are BrC=1C=C(C=CC1)SCCC(=O)OCC (ethyl 3-[(3-bromophenyl)thio]propanoate), [OH-].[Na+] (sodium hydroxide), Cl (hydrochloric acid). Run in C(C)O (ethanol). Reaction conditions: temperature 20 celsius, time 15 hour. Yields the product BrC=1C=C(C=CC1)SCCC(=O)O (3-[(3-Bromophenyl)thio]propanoic acid). The yield is 37.6%. RXN SMILES: [Br:1][C:2]1[CH:3]=[C:4]([S:8][CH2:9][CH2:10][C:11]([O:13]CC)=[O:12])[CH:5]=[CH:6][CH:7]=1.[OH-].[Na+].Cl>C(O)C>[Br:1][C:2]1[CH:3]=[C:4]([S:8][CH2:9][CH2:10][C:11]([OH:13])=[O:12])[CH:5]=[CH:6][CH:7]=1 |f:1.2|. Procedure: A solution of ethyl 3-[(3-bromophenyl)thio]propanoate (1.15 g) in ethanol (5 ml) was treated with aqueous sodium hydroxide solution (2M, 5 ml) and the mixture was stirred at 20° C. for 15 h. The mixture was acidified with hydrochloric acid and the solution was extracted with ethyl acetate. The organic solution was washed with hydrochloric acid, brine, dried (MgSO4), and evaporated to give the title compound (390 mg) LCMS RT=3.19 min